Dataset: the Open Reaction Database (ORD), a public repository of structured organic reaction records. Task: describe an organic reaction: reactants, conditions, products, and yield The reactants are C(C)(=O)C=1C=CC2=C(C(=C(O2)C(=O)O)C)C1OC (5-acetyl-4-methoxy-3-methyl-benzofuran-2-carboxylic acid), C(C(=O)Cl)(=O)Cl (oxalyl chloride), COC([C@H](C(C)C)NS(=O)(=O)C1=CC=C(C=C1)C1=CC=C(C=C1)N)=O ((S)-2-(4′-amino-biphenyl-4-sulfonylamino)-3-methyl-butyric acid methyl ester), CN(C)C=O (DMF). Solvent: N1=CC=CC=C1 (pyridine). Run at time 8 hour. The product is COC([C@H](C(C)C)NS(=O)(=O)C1=CC=C(C=C1)C1=CC=C(C=C1)NC(=O)C=1OC2=C(C1C)C(=C(C=C2)C(C)=O)OC)=O ((S)-2-{4′-[(5-acetyl-4-methoxy-3-methyl-benzofuran-2-carbonyl)-amino]-biphenyl-4-sulfonylamino}-3-methyl-butyric acid methyl ester). The yield is 30.4%. RXN SMILES: [C:1]([C:4]1[CH:5]=[CH:6][C:7]2[O:11][C:10]([C:12]([OH:14])=O)=[C:9]([CH3:15])[C:8]=2[C:16]=1[O:17][CH3:18])(=[O:3])[CH3:2].C(Cl)(=O)C(Cl)=O.CN(C=O)C.[CH3:30][O:31][C:32](=[O:54])[C@@H:33]([NH:37][S:38]([C:41]1[CH:46]=[CH:45][C:44]([C:47]2[CH:52]=[CH:51][C:50]([NH2:53])=[CH:49][CH:48]=2)=[CH:43][CH:42]=1)(=[O:40])=[O:39])[CH:34]([CH3:36])[CH3:35]>N1C=CC=CC=1>[CH3:30][O:31][C:32](=[O:54])[C@@H:33]([NH:37][S:38]([C:41]1[CH:46]=[CH:45][C:44]([C:47]2[CH:48]=[CH:49][C:50]([NH:53][C:12]([C:10]3[O:11][C:7]4[CH:6]=[CH:5][C:4]([C:1](=[O:3])[CH3:2])=[C:16]([O:17][CH3:18])[C:8]=4[C:9]=3[CH3:15])=[O:14])=[CH:51][CH:52]=2)=[CH:43][CH:42]=1)(=[O:40])=[O:39])[CH:34]([CH3:36])[CH3:35]. Procedure: To 75 mg (0.3 mmol) of 5-acetyl-4-methoxy-3-methyl-benzofuran-2-carboxylic acid was added 1 mL of oxalyl chloride and the mixture was refluxed for 2.5 h in the presence of a catalytic amount of DMF, then the excess oxalyl chloride was removed under vacuum. The residue was dissolved in 1 mL of dichloromethane and was added to a mixture of 163 mg (0.46 mmol) of (S)-2-(4′-amino-biphenyl-4-sulfonylamino)-3-methyl-butyric acid methyl ester and 2 mL of pyridine in an ice/water bath. The mixture was st... Reactants: Cc1ccc(C)n1-c1cccc(Br)c1, C1CCOC1, [Li]CCCC, CC(C)=O. Yields the product Cc1ccc(C)n1-c1cccc(C(C)(C)O)c1. As a reaction SMILES: [Br:1][c:2]1[cH:3][c:4](-[n:8]2[c:9]([CH3:14])[cH:10][cH:11][c:12]2[CH3:13])[cH:5][cH:6][cH:7]1.[CH2:24]1[O:25][CH2:26][CH2:27][CH2:28]1.[CH3:15][CH2:16][CH2:17][CH2:18][Li:19].[CH3:20][C:21]([CH3:22])=[O:23]>>[c:2]1([C:21]([CH3:20])([CH3:22])[OH:23])[cH:3][c:4](-[n:8]2[c:9]([CH3:14])[cH:10][cH:11][c:12]2[CH3:13])[cH:5][cH:6][cH:7]1. The reactants are O1CCCC1 (tetrahydrofuran), Cl.NC1=NC(=NC2=CC(=C(C=C12)OC)OC)N1CCNCC1 (4-amino-6,7-dimethoxy-2-(1-piperazinyl)quinazoline hydrochloride), CC(=CC(=O)Cl)C (3,3-dimethylacryloyl chloride). Solvent: C(C)N(CC)CC (triethylamine). Conditions: time 20 minute. The product is NC1=NC(=NC2=CC(=C(C=C12)OC)OC)N1CCN(CC1)C(C=C(C)C)=O (4-Amino-2-[4-(3,3-dimethylacryloyl)-1-piperazinyl]-6,7-dimethoxyquinazoline). Isolated yield 56.5%. As a reaction SMILES: O1CCCC1.Cl.[NH2:7][C:8]1[C:17]2[C:12](=[CH:13][C:14]([O:20][CH3:21])=[C:15]([O:18][CH3:19])[CH:16]=2)[N:11]=[C:10]([N:22]2[CH2:27][CH2:26][NH:25][CH2:24][CH2:23]2)[N:9]=1.[CH3:28][C:29]([CH3:34])=[CH:30][C:31](Cl)=[O:32]>C(N(CC)CC)C>[NH2:7][C:8]1[C:17]2[C:12](=[CH:13][C:14]([O:20][CH3:21])=[C:15]([O:18][CH3:19])[CH:16]=2)[N:11]=[C:10]([N:22]2[CH2:27][CH2:26][N:25]([C:31](=[O:32])[CH:30]=[C:29]([CH3:34])[CH3:28])[CH2:24][CH2:23]2)[N:9]=1 |f:1.2|. Procedure details: To 20 ml of tetrahydrofuran were added 2.4 g of 4-amino-6,7-dimethoxy-2-(1-piperazinyl)quinazoline hydrochloride and 2.6 g of triethylamine, after which the mixture was stirred for 20 minutes. There was then added 0.7 g of 3,3-dimethylacryloyl chloride, after which the mixture was stirred at room temperature for 15 hours. The resulting crystals were collected by filtration, washed with water and recrystallized from dimethylformamide to give 1.24 g of the desired product in the form of colourless... Starting materials: [Al+3], C1CCNC1, CCOC(=O)CC(=O)CC1CC(OC)CN1C(=O)OCc1ccccc1, CCOC(C)=O, CCO, [H-], [H-], [H-], [H-], [Li+], [Na+], C1CCOC1, [OH-], [OH-], [OH-], [Pd+2]. Product: COC1CC2CC(=O)CCN2C1. As a reaction SMILES: [Al+3:33].[CH2:1]1[CH2:2][NH:3][CH2:4][CH2:5]1.[CH2:6]([O:7][C:8](=[O:13])[N:16]1[CH:17]([CH2:23][C:24]([CH2:25][C:26]([O:9][CH2:10][CH3:11])=[O:12])=[O:31])[CH2:18][CH:19]([O:21][CH3:22])[CH2:20]1)[c:14]1[cH:15][cH:27][cH:28][cH:29][cH:30]1.[CH3:40][CH2:41][O:42][C:43](=[O:44])[CH3:45].[CH3:49][CH2:50][OH:51].[H-:32].[H-:35].[H-:36].[H-:37].[Li+:34].[Na+:39].[O:52]1[CH2:53][CH2:54][CH2:55][CH2:56]1.[OH-:38].[OH-:46].[OH-:48].[Pd+2:47]>>[N:16]12[CH:17]([CH2:18][CH:19]([O:21][CH3:22])[CH2:20]1)[CH2:23][C:24](=[O:31])[CH2:25][CH2:26]2. Reactants: CC(C#C)(C)C1=CC=C(C=C1)OC (4-(1,1-dimethyl-2-propynyl)anisole), C(#N)C1(CC1)C=1C=CC(=C(C=O)C1)OC (5-(1-Cyanocyclopropyl)-2-methoxybenzaldehyde). Product: COC1=C(C=O)C=C(C=C1)C(C#C)(C)C (2-methoxy-5-(1,1-dimethyl-2-propynyl)benzaldehyde). Reaction SMILES: [CH3:1][C:2]([C:6]1[CH:11]=[CH:10][C:9]([O:12][CH3:13])=[CH:8][CH:7]=1)([CH3:5])[C:3]#[CH:4].C(C1(C2C=CC(OC)=C(C=2)[CH:24]=[O:25])CC1)#N>>[CH3:13][O:12][C:9]1[CH:10]=[CH:11][C:6]([C:2]([CH3:1])([CH3:5])[C:3]#[CH:4])=[CH:7][C:8]=1[CH:24]=[O:25]. Procedure details: This compound was prepared from Compound 21 in the same manner of Compound 2.